Dataset: the Open Reaction Database (ORD), a public repository of structured organic reaction records. Task: describe an organic reaction: reactants, conditions, products, and yield Starting materials: C(N)(=O)SCC(=O)O (carbamoylmercaptoacetic acid), CN(C)C=O (DMF), C1(=CC=CC=C1)C(C(Cl)C1=CC=CC=C1)=O (1,2-diphenyl-2-chloroethanone), ethyl ester. Product: ethyl ester, C1(=CC=CC=C1)C=1N=C(OC1C1=CC=CC=C1)C(C(=O)O)S (4,5-diphenyl-2-oxazolyl-mercaptoacetic acid). As a reaction SMILES: [C:1]1([C:7](=[O:16])[CH:8]([C:10]2[CH:15]=[CH:14][CH:13]=[CH:12][CH:11]=2)Cl)[CH:6]=[CH:5][CH:4]=[CH:3][CH:2]=1.C([S:20][CH2:21][C:22]([OH:24])=[O:23])(=O)N.[CH3:25][N:26](C=O)C>>[C:10]1([C:8]2[N:26]=[C:25]([CH:21]([SH:20])[C:22]([OH:24])=[O:23])[O:16][C:7]=2[C:1]2[CH:6]=[CH:5][CH:4]=[CH:3][CH:2]=2)[CH:15]=[CH:14][CH:13]=[CH:12][CH:11]=1. Reported procedure: 23 g. of 1,2-diphenyl-2-chloroethanone is heated together with 18 g. of the ethyl ester of carbamoylmercaptoacetic acid in 150 ml. of absolute DMF for 3 hours to 70°. Then, the DMF is removed, and the residue, containing the ethyl ester of N-(1,2-diphenyl-2-oxoethyl)-carbamoylmercaptoacetic acid, is refluxed for 5 hours with a mixture of 100 g. of POCl3 and 200 ml. of benzene. The mixture is then evaporated under reduced pressure and the residue is purified by chromatography on silica gel, thus ... Starting materials: N#Cc1cnn2c1N(C(=O)CCl)CC=C2c1cccc(C(F)(F)F)c1, O, O=S(=O)(O)O. Product: NC(=O)c1cnn2c1N(C(=O)CCl)CC=C2c1cccc(C(F)(F)F)c1. As a reaction SMILES: [Cl:1][CH2:2][C:3](=[O:4])[N:5]1[c:6]2[n:7]([n:21][cH:22][c:23]2[C:24]#[N:25])[C:8]([c:11]2[cH:12][c:13]([C:17]([F:18])([F:19])[F:20])[cH:14][cH:15][cH:16]2)=[CH:9][CH2:10]1.[OH2:31].[S:26]([OH:27])(=[O:28])(=[O:29])[OH:30]>>[Cl:1][CH2:2][C:3](=[O:4])[N:5]1[c:6]2[n:7]([n:21][cH:22][c:23]2[C:24]([NH2:25])=[O:27])[C:8]([c:11]2[cH:12][c:13]([C:17]([F:18])([F:19])[F:20])[cH:14][cH:15][cH:16]2)=[CH:9][CH2:10]1. Reactants: BrC1=CC=C(C=C1)C(C(=O)NCC(C)C)(C)C (2-(4-bromophenyl)-N-isobutyl-2-methylpropanamide), C(C)(C)OC=1C=C(C=CC1)B(O)O (3-isopropoxyphenylboronic acid). The product is C(C(C)C)NC(C(C)(C)C1=CC=C(C=C1)C1=CC(=CC=C1)OC(C)C)=O (N-isobutyl-2-(3′-isopropoxybiphenyl-4-yl)-2-methylpropanamide). The yield is 60.0%. Reaction SMILES: Br[C:2]1[CH:7]=[CH:6][C:5]([C:8]([CH3:17])([CH3:16])[C:9]([NH:11][CH2:12][CH:13]([CH3:15])[CH3:14])=[O:10])=[CH:4][CH:3]=1.[CH:18]([O:21][C:22]1[CH:23]=[C:24](B(O)O)[CH:25]=[CH:26][CH:27]=1)([CH3:20])[CH3:19]>>[CH2:12]([NH:11][C:9](=[O:10])[C:8]([C:5]1[CH:6]=[CH:7][C:2]([C:26]2[CH:25]=[CH:24][CH:23]=[C:22]([O:21][CH:18]([CH3:20])[CH3:19])[CH:27]=2)=[CH:3][CH:4]=1)([CH3:17])[CH3:16])[CH:13]([CH3:15])[CH3:14]. Procedure: Prepared in a similar manner to Example 8 from 2-(4-Bromophenyl)-N-isobutyl-2-methylpropanamide (Example 1a) and 3-isopropoxyphenylboronic acid. Yield: 60%. 1H NMR (400 MHz, CDCl3): δ 0.8 (d, 6H), 1.35 (d, 6H), 1.65 (s, 6H), 1.67-1.70 (m,1H), 3 (m, 2H), 4.6 (m, 1H), 6.9 (dd, 1H), 7.1 (t, 1H), 7.15 (d, 1H), 7.35 (t, 1H), 7.45 (d, 2H), 7.6 (d, 2H). MS (M+H, 354). The reactants are C(C(=O)O)(=O)O (oxalic acid), ClC1=CC=C(C=C1)C(CC)=O (4'-chloropropiophenone), NCCCN1C=NC=C1 (1-(3-aminopropyl)imidazole), [BH4-].[Na+] (sodium borohydride). The solvent is C(C)O (ethanol), CCOCC (ether). Run at temperature 120 celsius. Product: C(C(=O)O)(=O)O.ClC1=CC=C(C=C1)C(CC)NCCCN1C=NC=C1 (N-[1-(4-chlorophenyl)propyl]-3-(imidazol-1-yl)propylamine oxalate). Reaction SMILES: [Cl:1][C:2]1[CH:7]=[CH:6][C:5]([C:8](=O)[CH2:9][CH3:10])=[CH:4][CH:3]=1.[NH2:12][CH2:13][CH2:14][CH2:15][N:16]1[CH:20]=[CH:19][N:18]=[CH:17]1.[BH4-].[Na+].[C:23]([OH:28])(=[O:27])[C:24]([OH:26])=[O:25]>C(O)C.CCOCC>[C:23]([OH:28])(=[O:27])[C:24]([OH:26])=[O:25].[Cl:1][C:2]1[CH:7]=[CH:6][C:5]([CH:8]([NH:12][CH2:13][CH2:14][CH2:15][N:16]2[CH:20]=[CH:19][N:18]=[CH:17]2)[CH2:9][CH3:10])=[CH:4][CH:3]=1 |f:2.3,7.8|. Procedure details: In a similar manner to Example 1, a mixture of 4'-chloropropiophenone (8.4 g) and 1-(3-aminopropyl)imidazole (6.3 g) was heated at 120° C. for 9 hours. The cooled mixture was dissolved in absolute ethanol (100 ml), treated with sodium borohydride (3.9 g) and boiled under reflux for 16 hours. The oil obtained after work-up was dissolved in ether and treated with ethereal oxalic acid until the mixture was just acidic. The solid was filtered off and recrystallised from ethanol to give N-[1-(4-chlor... Reactants: NC1=C(C(=NC2=CC=CC(=C12)OCC1NCCCC1)C)C(=O)OCC (ethyl 4-amino-2-methyl-5-(piperidin-2-ylmethoxy)-quinoline-3-carboxylate), OC=1C=C(C(=O)O)C=CC1 (3-hydroxybenzoic acid). The product is NC1=C(C(=NC2=CC=CC(=C12)OCC1N(CCCC1)C(C1=CC(=CC=C1)O)=O)C)C(=O)OCC (ethyl 4-amino-5-((1-(3-hydroxybenzoyl)piperidin-2-yl)methoxy)-2-methylquinoline-3-carboxylate). As a reaction SMILES: [NH2:1][C:2]1[C:11]2[C:6](=[CH:7][CH:8]=[CH:9][C:10]=2[O:12][CH2:13][CH:14]2[CH2:19][CH2:18][CH2:17][CH2:16][NH:15]2)[N:5]=[C:4]([CH3:20])[C:3]=1[C:21]([O:23][CH2:24][CH3:25])=[O:22].[OH:26][C:27]1[CH:28]=[C:29]([CH:33]=[CH:34][CH:35]=1)[C:30](O)=[O:31]>>[NH2:1][C:2]1[C:11]2[C:6](=[CH:7][CH:8]=[CH:9][C:10]=2[O:12][CH2:13][CH:14]2[CH2:19][CH2:18][CH2:17][CH2:16][N:15]2[C:30](=[O:31])[C:29]2[CH:33]=[CH:34][CH:35]=[C:27]([OH:26])[CH:28]=2)[N:5]=[C:4]([CH3:20])[C:3]=1[C:21]([O:23][CH2:24][CH3:25])=[O:22]. Reported procedure: Prepared as in Example 24a from ethyl 4-amino-2-methyl-5-(piperidin-2-ylmethoxy)-quinoline-3-carboxylate (Example 111b) and 3-hydroxybenzoic acid as a white solid (28%). MS 464 (MH+). Starting materials: Cc1ccc(C2(O)CCN(Cc3ccccc3)CC2)cc1, CCOC(C)=O. Yields the product Cc1ccc(C2(O)CCNCC2)cc1. RXN SMILES: [CH2:1]([c:2]1[cH:3][cH:4][cH:5][cH:6][cH:7]1)[N:8]1[CH2:9][CH2:10][C:11]([OH:14])([c:15]2[cH:16][cH:17][c:18]([CH3:21])[cH:19][cH:20]2)[CH2:12][CH2:13]1.[CH3:22][CH2:23][O:24][C:25]([CH3:26])=[O:27]>>[NH:8]1[CH2:9][CH2:10][C:11]([OH:14])([c:15]2[cH:16][cH:17][c:18]([CH3:21])[cH:19][cH:20]2)[CH2:12][CH2:13]1.